This data is from the Open Reaction Database (ORD), a public repository of structured organic reaction records. The task is: describe an organic reaction: reactants, conditions, products, and yield Reactants: COC(CC\C=C/CC[C@H]1[C@@H](C[C@H]([C@@H]1\C=C\[C@H](C(CCCC)(C)C)OC1OCCCC1)OC1OCCCC1)Cl)=O ((4Z,13E)-(9R,11R,15R)-9-chloro-16,16-dimethyl-11,15-bis(tetrahydropyran-2-yloxy)-4,13-prostadienoic acid methyl ester), mixture, C(C)(=O)O.O.O1CCCC1 (acetic acid water tetrahydrofuran). Run in C1(=CC=CC=C1)C (toluene). Product: COC(CC\C=C/CC[C@H]1[C@@H](C[C@H]([C@@H]1\C=C\[C@H](C(CCCC)(C)C)O)O)Cl)=O ((4Z, 13E)-(9R,11R,15R)-9-chloro-11,15-dihydroxy-16,16-dimethyl-4,13-prostadienoic acid methyl ester). RXN SMILES: [CH3:1][O:2][C:3](=[O:40])[CH2:4][CH2:5]/[CH:6]=[CH:7]\[CH2:8][CH2:9][C@@H:10]1[C@@H:14](/[CH:15]=[CH:16]/[C@@H:17]([O:25]C2CCCCO2)[C:18]([CH3:24])([CH3:23])[CH2:19][CH2:20][CH2:21][CH3:22])[C@H:13]([O:32]C2CCCCO2)[CH2:12][C@H:11]1[Cl:39].C(O)(=O)C.O.O1CCCC1>C1(C)C=CC=CC=1>[CH3:1][O:2][C:3](=[O:40])[CH2:4][CH2:5]/[CH:6]=[CH:7]\[CH2:8][CH2:9][C@@H:10]1[C@@H:14](/[CH:15]=[CH:16]/[C@@H:17]([OH:25])[C:18]([CH3:23])([CH3:24])[CH2:19][CH2:20][CH2:21][CH3:22])[C@H:13]([OH:32])[CH2:12][C@H:11]1[Cl:39] |f:1.2.3|. Procedure: 319 mg of methane sulfonic acid chloride is added at 0° C. to a solution of 1.00 g of (4Z,13E)-(9S,11R,15R)-9-hydroxy-16,16-dimethyl-11,15-bis-(tetrahydropran-2-yloxy)-4,13-prostadienic acid methyl ester in 10 ml of pyridine. It is stirred for 4 hours at 20° C. and the solution is added to a suspension of 9.99 g of tetrabutylammonium chloride in 10 ml of toluene. After 15-hours stirring at 0° C., it is stirred for another 7 hours at 40° C. Then it is added to 100 ml of ice water and extracted th... Reactants: FC(C(F)(F)F)(F)I (pentafluoroethyl iodide), C(C)(C)(C)[C@H]1CC[C@H](CC1)NC1=NC=NC(=C1I)CC (4-(cis-4-tert-Butylcyclohexylamino)-6-ethyl-5-iodopyrimidine). Product: C(C)(C)(C)[C@H]1CC[C@H](CC1)NC1=NC=NC(=C1C(C(F)(F)F)(F)F)CC (4-(cis-4-tert-Butylcyclohexylamino)-6-ethyl-5-pentafluoroethylpyrimidine). Reaction SMILES: [F:1][C:2](I)([F:7])[C:3]([F:6])([F:5])[F:4].[C:9]([C@@H:13]1[CH2:18][CH2:17][C@H:16]([NH:19][C:20]2[C:25](I)=[C:24]([CH2:27][CH3:28])[N:23]=[CH:22][N:21]=2)[CH2:15][CH2:14]1)([CH3:12])([CH3:11])[CH3:10]>>[C:9]([C@@H:13]1[CH2:14][CH2:15][C@H:16]([NH:19][C:20]2[C:25]([C:2]([F:7])([F:1])[C:3]([F:6])([F:5])[F:4])=[C:24]([CH2:27][CH3:28])[N:23]=[CH:22][N:21]=2)[CH2:17][CH2:18]1)([CH3:12])([CH3:11])[CH3:10]. Procedure: Prepared as in Example 43 from pentafluoroethyl iodide and 4-(cis-4-tert-butylcyclohexylamino)-6-ethyl-5-iodopyrimidine (Example 1), colorless oil. The reactants are C(CCCCCC\C=C/CCC)O ((Z)-Dodec-8-en-1-ol), C1CCOC1 (THF), compound 18, C=CCCCCC (1-heptene). The product is CCCCC\C=C/CCCC(CCCCCCCCCC)O ((Z)-Henicos-6-en-11-ol). Isolated yield 70.0%. RXN SMILES: [CH2:1]([OH:13])[CH2:2][CH2:3][CH2:4][CH2:5][CH2:6][CH2:7]/[CH:8]=[CH:9]\[CH2:10][CH2:11]C.[CH2:14]=[CH:15][CH2:16][CH2:17][CH2:18][CH2:19][CH3:20].[CH2:21]1[CH2:25]OC[CH2:22]1>>[CH3:14][CH2:15][CH2:16][CH2:17][CH2:18]/[CH:19]=[CH:20]\[CH2:22][CH2:21][CH2:25][CH:1]([OH:13])[CH2:2][CH2:3][CH2:4][CH2:5][CH2:6][CH2:7][CH2:8][CH2:9][CH2:10][CH3:11]. Reported procedure: According to the procedure for compound 12, compound 18 (1.0 g, 4.2 mmol) and 1-heptene (4 mL) in THF (4 mL) were reacted with 1 (0.015 g, 0.5 mol %) to provide 19 (0.91 g, 70% yield, 88% Z as determined by quantitative 13C-NMR) as a colorless oil; 1H NMR (CDCl3): δ 5.36 (2H, m), 3.59 (1H, m), 2.03 (4H, m), 1.21-1.54 (29H, m), 0.88 (6H, m); 13C NMR (CDCl3): δ 130.4, 129.4, 71.9, 37.6, 37.1, 31.9, 31.6, 29.7 (2C), 29.6 (2C), 29.4 (2C), 27.2 (2C), 25.8, 25.7, 22.7, 22.6, 14.1 (2C); HRMS (FAB): 309... Reactants: CS(=O)(=O)Cl, ClCCl, COc1ccc(N(C(=O)c2ccc(Cl)cc2Cl)c2nc3ccc(N)cc3s2)cc1OC. The product is COc1ccc(N(C(=O)c2ccc(Cl)cc2Cl)c2nc3ccc(NS(C)(=O)=O)cc3s2)cc1OC. Reaction SMILES: [CH3:32][S:33]([Cl:34])(=[O:35])=[O:36].[Cl:37][CH2:38][Cl:39].[NH2:1][c:2]1[cH:3][c:4]2[c:5]([n:6][c:7]([N:9]([C:10]([c:11]3[c:12]([Cl:18])[cH:13][c:14]([Cl:17])[cH:15][cH:16]3)=[O:19])[c:20]3[cH:21][c:22]([O:28][CH3:29])[c:23]([O:26][CH3:27])[cH:24][cH:25]3)[s:8]2)[cH:30][cH:31]1>>[NH:1]([c:2]1[cH:3][c:4]2[c:5]([n:6][c:7]([N:9]([C:10]([c:11]3[c:12]([Cl:18])[cH:13][c:14]([Cl:17])[cH:15][cH:16]3)=[O:19])[c:20]3[cH:21][c:22]([O:28][CH3:29])[c:23]([O:26][CH3:27])[cH:24][cH:25]3)[s:8]2)[cH:30][cH:31]1)[S:33]([CH3:32])(=[O:35])=[O:36]. Reactants: [H]C(C1=CC=C([N+]([O-])=O)C=C1)=O, O=C(SCC)C(C(O)=O)OCC1=CC=CC=C1. Reagents/catalysts: CN(C)c1ccncc1, 4Å Molecular Sieve, C1CNCCC1. Solvent: CC#N. Conditions: temperature 25 celsius, time 24 hour. The product is O=C(SCC)/C(OCC1=CC=CC=C1)=C/C2=CC=C([N+]([O-])=O)C=C2. Yield: 68.0%. Yields the product ClC=1N=C(NC1CC)C(=O)N[C@@H]1[C@@H](CN(CC1)C=1OC(=C(N1)C(=O)OCCCC)C)OCCC (Butyl cis(±)-2-(4-{[(4-chloro-5-ethyl-1H-imidazol-2-yl)carbonyl]amino}-3-propoxypiperidin-1-yl)-5-methyl-1,3-oxazole-4-carboxylate). Solvent: CC(=O)N(C)C (DMA), ClCCl (dichloromethane). Starting materials: N[C@@H]1[C@@H](CN(CC1)C=1OC(=C(N1)C(=O)OCCCC)C)OCCC (Butyl cis(±)-2-(4-amino-3-propoxypiperidin-1-yl)-5-methyl-1,3-oxazole-4-carboxylate), C=1C=CC2=C(C1)N=NN2O (HOBt), ClC=1N=C(NC1CC)C(=O)O (4-chloro-5-ethyl-1H-imidazole-2-carboxylic acid), CCN=C=NCCCN(C)C.Cl (WSC hydrochloride). Reaction SMILES: [NH2:1][C@H:2]1[CH2:7][CH2:6][N:5]([C:8]2[O:9][C:10]([CH3:20])=[C:11]([C:13]([O:15][CH2:16][CH2:17][CH2:18][CH3:19])=[O:14])[N:12]=2)[CH2:4][C@H:3]1[O:21][CH2:22][CH2:23][CH3:24].[Cl:25][C:26]1[N:27]=[C:28]([C:33](O)=[O:34])[NH:29][C:30]=1[CH2:31][CH3:32].CCN=C=NCCCN(C)C.Cl.C1C=CC2N(O)N=NC=2C=1>CC(N(C)C)=O.ClCCl>[Cl:25][C:26]1[N:27]=[C:28]([C:33]([NH:1][C@H:2]2[CH2:7][CH2:6][N:5]([C:8]3[O:9][C:10]([CH3:20])=[C:11]([C:13]([O:15][CH2:16][CH2:17][CH2:18][CH3:19])=[O:14])[N:12]=3)[CH2:4][C@H:3]2[O:21][CH2:22][CH2:23][CH3:24])=[O:34])[NH:29][C:30]=1[CH2:31][CH3:32] |f:2.3|. Isolated yield 44.4%. Reported procedure: The same operation as in Example (106d) was performed using butyl cis(±)-2-(4-amino-3-propoxypiperidin-1-yl)-5-methyl-1,3-oxazole-4-carboxylate obtained in Example (114b) (0.67 g, 1.98 mmol), 4-chloro-5-ethyl-1H-imidazole-2-carboxylic acid (85% content, 0.2 g, 1 mmol), WSC hydrochloride (0.5 g, 2.5 mmol), HOBt (0.2 g, 1.5 mmol), dichloromethane (5 mL) and DMA (3 mL), to obtain 0.22 g of the title compound as a colorless amorphous solid (44%).